Dataset: the Open Reaction Database (ORD), a public repository of structured organic reaction records. Task: describe an organic reaction: reactants, conditions, products, and yield The reactants are COC(=O)C(Cc1ccc2ccccc2c1)NC(=O)c1cccc(CNC(=O)OC(C)(C)C)c1, CO, ClCCl, [Li+], [Na+], [OH-], O, O=S(=O)([O-])O. Yields the product CC(C)(C)OC(=O)NCc1cccc(C(=O)NC(Cc2ccc3ccccc3c2)C(=O)O)c1. RXN SMILES: [CH3:1][O:2][C:3]([CH:4]([CH2:5][c:6]1[cH:7][c:8]2[cH:9][cH:10][cH:11][cH:12][c:13]2[cH:14][cH:15]1)[NH:16][C:17]([c:18]1[cH:19][c:20]([CH2:24][NH:25][C:26](=[O:27])[O:28][C:29]([CH3:30])([CH3:31])[CH3:32])[cH:21][cH:22][cH:23]1)=[O:33])=[O:34].[CH3:46][OH:47].[Cl:37][CH2:38][Cl:39].[Li+:35].[Na+:45].[OH-:36].[OH2:48].[S:40]([O-:41])([OH:42])(=[O:43])=[O:44]>>[O:2]=[C:3]([CH:4]([CH2:5][c:6]1[cH:7][c:8]2[cH:9][cH:10][cH:11][cH:12][c:13]2[cH:14][cH:15]1)[NH:16][C:17]([c:18]1[cH:19][c:20]([CH2:24][NH:25][C:26](=[O:27])[O:28][C:29]([CH3:30])([CH3:31])[CH3:32])[cH:21][cH:22][cH:23]1)=[O:33])[OH:34]. The reactants are CCOC1CN(C(=O)OCc2ccccc2)CC1Nc1nc(CC)c(-c2cnc(N(C)C)cc2C)nc1CC, COc1ccc(B(O)O)c(Cl)c1. Product: CCOC1CN(C(=O)OCc2ccccc2)CC1Nc1nc(CC)c(-c2ccc(OC)cc2Cl)nc1CC. RXN SMILES: [CH3:1][N:2]([CH3:3])[c:4]1[n:5][cH:6][c:7](-[c:9]2[n:10][c:11]([CH2:36][CH3:37])[c:12]([NH:17][CH:18]3[CH2:19][N:20]([C:26](=[O:27])[O:28][CH2:29][c:30]4[cH:31][cH:32][cH:33][cH:34][cH:35]4)[CH2:21][CH:22]3[O:23][CH2:24][CH3:25])[n:13][c:14]2[CH2:15][CH3:16])[c:8]([CH3:38])[cH:39]1.[Cl:40][c:41]1[c:42]([B:49]([OH:50])[OH:51])[cH:43][cH:44][c:45]([O:47][CH3:48])[cH:46]1>>[c:9]1(-[c:42]2[c:41]([Cl:40])[cH:46][c:45]([O:47][CH3:48])[cH:44][cH:43]2)[n:10][c:11]([CH2:36][CH3:37])[c:12]([NH:17][CH:18]2[CH2:19][N:20]([C:26](=[O:27])[O:28][CH2:29][c:30]3[cH:31][cH:32][cH:33][cH:34][cH:35]3)[CH2:21][CH:22]2[O:23][CH2:24][CH3:25])[n:13][c:14]1[CH2:15][CH3:16]. Starting materials: CCC#CCC(C)(C)CO, CS(C)=O, O=C(Cl)C(=O)Cl, ClCCl, O. The product is CCC#CCC(C)(C)C=O. Reaction SMILES: [CH3:11][C:12]([CH2:13][OH:14])([CH2:15][C:16]#[C:17][CH2:18][CH3:19])[CH3:20].[CH3:7][S:8]([CH3:9])=[O:10].[Cl:1][C:2]([C:3]([Cl:4])=[O:5])=[O:6].[Cl:21][CH2:22][Cl:23].[OH2:24]>>[CH3:11][C:12]([CH:13]=[O:14])([CH2:15][C:16]#[C:17][CH2:18][CH3:19])[CH3:20]. The reactants are CCOC(=O)C(=O)N1CCC(NC(=O)OC(C)(C)C)CC1, CCO. Product: CC(C)(C)OC(=O)NC1CCN(C(=O)C(=O)O)CC1. Reaction SMILES: [CH2:1]([CH3:2])[O:3][C:4]([C:5](=[O:6])[N:7]1[CH2:8][CH2:9][CH:10]([NH:13][C:14](=[O:15])[O:16][C:17]([CH3:18])([CH3:19])[CH3:20])[CH2:11][CH2:12]1)=[O:21].[CH3:22][CH2:23][OH:24]>>[O:3]=[C:4]([C:5](=[O:6])[N:7]1[CH2:8][CH2:9][CH:10]([NH:13][C:14](=[O:15])[O:16][C:17]([CH3:18])([CH3:19])[CH3:20])[CH2:11][CH2:12]1)[OH:21]. Reactants: CCOC(C)=O, CCOC(=O)c1cc(-c2cccs2)n[nH]1, CCCCCC, O=C(CCl)N1CCN(c2ccc(F)cc2)CC1, [K+], [K+], O=C([O-])[O-], CN(C)C=O. Product: CCOC(=O)c1cc(-c2cccs2)nn1CC(=O)N1CCN(c2ccc(F)cc2)CC1. RXN SMILES: [C:44]([O:45][CH2:46][CH3:47])(=[O:48])[CH3:49].[CH2:1]([CH3:2])[O:3][C:4](=[O:5])[c:6]1[nH:7][n:8][c:9](-[c:11]2[s:12][cH:13][cH:14][cH:15]2)[cH:10]1.[CH3:50][CH2:51][CH2:52][CH2:53][CH2:54][CH3:55].[Cl:22][CH2:23][C:24](=[O:25])[N:26]1[CH2:27][CH2:28][N:29]([c:32]2[cH:33][cH:34][c:35]([F:38])[cH:36][cH:37]2)[CH2:30][CH2:31]1.[K+:16].[K+:17].[O-:18][C:19]([O-:20])=[O:21].[O:39]=[CH:40][N:41]([CH3:42])[CH3:43]>>[CH2:1]([CH3:2])[O:3][C:4](=[O:5])[c:6]1[n:7]([CH2:23][C:24](=[O:25])[N:26]2[CH2:27][CH2:28][N:29]([c:32]3[cH:33][cH:34][c:35]([F:38])[cH:36][cH:37]3)[CH2:30][CH2:31]2)[n:8][c:9](-[c:11]2[s:12][cH:13][cH:14][cH:15]2)[cH:10]1. Reaction SMILES: [CH2:2]=[C:3]1[CH2:4][CH:5]2[CH:6]([C:7](=[O:11])[O:8][C:9]2=[O:10])[CH2:12]1.[CH3:13][C:14](=[O:15])[Cl:16].[CH3:17][OH:18].[NH4+:1]>>[NH:1]1[C:7](=[O:8])[CH:6]2[CH:5]([CH2:4][C:3](=[CH2:2])[CH2:12]2)[C:9]1=[O:10]. The product is C=C1CC2C(=O)NC(=O)C2C1. Starting materials: C=C1CC2C(=O)OC(=O)C2C1, CC(=O)Cl, CO, [NH4+]. Reactants: CC1NC1 (2-Methyl aziridine), N(=C=O)CCCCCCN=C=O (1,6-diisocyanatohexane). The solvent is C1(=CC=CC=C1)C (toluene). Conditions: time 24 hour. The product is C(CCCCCNC(=O)N1C(C1)C)NC(=O)N1C(C1)C (N,N′-(hexane-1,6-diyl)bis-(2-methylaziridine-1-carboxamide)). As a reaction SMILES: [CH3:1][CH:2]1[CH2:4][NH:3]1.[N:5]([CH2:8][CH2:9][CH2:10][CH2:11][CH2:12][CH2:13][N:14]=[C:15]=[O:16])=[C:6]=[O:7]>C1(C)C=CC=CC=1>[CH2:13]([NH:14][C:15]([N:3]1[CH2:4][CH:2]1[CH3:1])=[O:16])[CH2:12][CH2:11][CH2:10][CH2:9][CH2:8][NH:5][C:6]([N:3]1[CH2:4][CH:2]1[CH3:1])=[O:7]. Procedure: 2-Methyl aziridine (15.05 grams, 0.26 moles) was added drop wise over one hour to a solution of 1,6-diisocyanatohexane (20.00 grams, 0.12 moles, Aldrich) in toluene (40 mL) while cooling in an ice bath. After stirring for a total of 24 hours at room temperature, a portion of the solvent was removed under vacuum to give N,N′-(hexane-1,6-diyl)bis-(2-methylaziridine-1-carboxamide) Starting materials: C(C1=CC=CC=C1)OC(=O)N(CCO)C1=C(C=C(C=C1)[N+](=O)[O-])O (2-[N-benzyloxycarbonyl-N-(β-hydroxyethyl)amino]-5-nitrophenol), [H][H] (hydrogen). Reagents/catalysts: [Ni] (Raney nickel). Run in C(C)(=O)OCC (ethyl acetate). Reaction conditions: time 1 hour. Yields the product NC=1C=CC(=C(C1)O)N(CCO)C(=O)OCC1=CC=CC=C1 (5-amino-2-[N-benzyloxycarbonyl -N-(β-hydroxyethyl)amino]phenol). Reaction SMILES: [CH2:1]([O:8][C:9]([N:11]([C:15]1[CH:20]=[CH:19][C:18]([N+:21]([O-])=O)=[CH:17][C:16]=1[OH:24])[CH2:12][CH2:13][OH:14])=[O:10])[C:2]1[CH:7]=[CH:6][CH:5]=[CH:4][CH:3]=1.[H][H]>C(OCC)(=O)C.[Ni]>[NH2:21][C:18]1[CH:19]=[CH:20][C:15]([N:11]([C:9]([O:8][CH2:1][C:2]2[CH:7]=[CH:6][CH:5]=[CH:4][CH:3]=2)=[O:10])[CH2:12][CH2:13][OH:14])=[C:16]([OH:24])[CH:17]=1. Reported procedure: 0.24 mole (80 g) of 2-[N-benzyloxycarbonyl-N-(β-hydroxyethyl)amino]-5-nitrophenol in 630 ml of ethyl acetate is subjected to a hydrogen pressure of 9×105 pascals (9 bars) in an autoclave in the presence of 15 g of Raney nickel (water content 50%). After one hour at 85° C., the reaction medium is filtered while hot in order to remove the catalyst. On evaporation of the solvent under vacuum, the expected product crystallizes. After draining and drying, the product obtained is recrystallized from 9... Starting materials: CO, CC#CC(=O)C1C(C)=CCCC1(C)C, ClC(Cl)(Cl)Cl. The product is CC#CC(O)C1C(C)=CCCC1(C)C. RXN SMILES: [CH3:1][OH:2].[CH3:3][C:4]1=[CH:9][CH2:8][CH2:7][C:6]([CH3:10])([CH3:11])[CH:5]1[C:12]([C:13]#[C:14][CH3:15])=[O:16].[Cl:17][C:18]([Cl:19])([Cl:20])[Cl:21]>>[CH3:3][C:4]1=[CH:9][CH2:8][CH2:7][C:6]([CH3:10])([CH3:11])[CH:5]1[CH:12]([C:13]#[C:14][CH3:15])[OH:16]. Procedure: The title compound was prepared from (2-amino-5-dimethylamino-4-trifluoromethyl-phenyl)-carbamic acid tert-butyl ester (Example J1) (239 mg, 0.75 mmol) and 3-[3-(6-methyl-pyridin-3-yl)-phenyl]-3-oxo-propionic acid tert-butyl ester (Example K4) (234 mg, 0.75 mmol) according to the general procedure M. Obtained as a pink solid (358 mg). Starting materials: C(C)(C)(C)OC(NC1=C(C=C(C(=C1)N(C)C)C(F)(F)F)N)=O ((2-amino-5-dimethylamino-4-trifluoromethyl-phenyl)-carbamic acid tert-butyl ester), C(C)(C)(C)OC(CC(=O)C1=CC(=CC=C1)C=1C=NC(=CC1)C)=O (3-[3-(6-methyl-pyridin-3-yl)-phenyl]-3-oxo-propionic acid tert-butyl ester). Reaction SMILES: [C:1]([O:5][C:6](=[O:22])[NH:7][C:8]1[CH:13]=[C:12]([N:14]([CH3:16])[CH3:15])[C:11]([C:17]([F:20])([F:19])[F:18])=[CH:10][C:9]=1[NH2:21])([CH3:4])([CH3:3])[CH3:2].C([O:27][C:28](=O)[CH2:29][C:30]([C:32]1[CH:37]=[CH:36][CH:35]=[C:34]([C:38]2[CH:39]=[N:40][C:41]([CH3:44])=[CH:42][CH:43]=2)[CH:33]=1)=[O:31])(C)(C)C>>[C:1]([O:5][C:6](=[O:22])[NH:7][C:8]1[CH:13]=[C:12]([N:14]([CH3:16])[CH3:15])[C:11]([C:17]([F:20])([F:19])[F:18])=[CH:10][C:9]=1[NH:21][C:28](=[O:27])[CH2:29][C:30]([C:32]1[CH:37]=[CH:36][CH:35]=[C:34]([C:38]2[CH:39]=[N:40][C:41]([CH3:44])=[CH:42][CH:43]=2)[CH:33]=1)=[O:31])([CH3:4])([CH3:2])[CH3:3]. Yields the product C(C)(C)(C)OC(NC1=C(C=C(C(=C1)N(C)C)C(F)(F)F)NC(CC(=O)C1=CC(=CC=C1)C=1C=NC(=CC1)C)=O)=O ((5-Dimethylamino-2-{3-[3-(6-methyl-pyridin-3-yl)-phenyl]-3-oxo-propionylamino}-4-trifluoromethyl-phenyl)-carbamic acid tert-butyl ester), solid.